This data is from the Open Reaction Database (ORD), a public repository of structured organic reaction records. The task is: describe an organic reaction: reactants, conditions, products, and yield The reactants are CCc1c(-c2ccc(OCc3ccccc3)cc2)c2c(COCCCCCCl)cc3c(OCc4ccccc4)ccc1n32, C1CCNCC1, CCO, CN(C)C=O, [H-], [Na+], O. The product is CCc1c(-c2ccc(OCc3ccccc3)cc2)c2c(COCCCCCN3CCCCC3)cc3c(OCc4ccccc4)ccc1n32. Reaction SMILES: [CH2:1]([c:2]1[cH:3][cH:4][cH:5][cH:6][cH:7]1)[O:8][c:9]1[c:10]2[n:11]3[c:12]([c:13](-[c:20]4[cH:21][cH:22][c:23]([O:26][CH2:27][c:28]5[cH:29][cH:30][cH:31][cH:32][cH:33]5)[cH:24][cH:25]4)[c:14]([CH2:18][CH3:19])[c:15]3[cH:16][cH:17]1)[c:34]([CH2:36][O:37][CH2:38][CH2:39][CH2:40][CH2:41][CH2:42][Cl:43])[cH:35]2.[CH2:46]1[CH2:47][CH2:48][NH:49][CH2:50][CH2:51]1.[CH3:52][CH2:53][OH:54].[CH3:55][N:56]([CH3:57])[CH:58]=[O:59].[H-:44].[Na+:45].[OH2:60]>>[CH2:1]([c:2]1[cH:3][cH:4][cH:5][cH:6][cH:7]1)[O:8][c:9]1[c:10]2[n:11]3[c:12]([c:13](-[c:20]4[cH:21][cH:22][c:23]([O:26][CH2:27][c:28]5[cH:29][cH:30][cH:31][cH:32][cH:33]5)[cH:24][cH:25]4)[c:14]([CH2:18][CH3:19])[c:15]3[cH:16][cH:17]1)[c:34]([CH2:36][O:37][CH2:38][CH2:39][CH2:40][CH2:41][CH2:42][N:49]1[CH2:48][CH2:47][CH2:46][CH2:51][CH2:50]1)[cH:35]2.